Dataset: the Open Reaction Database (ORD), a public repository of structured organic reaction records. Task: describe an organic reaction: reactants, conditions, products, and yield Starting materials: C(C1=CC=CC=C1)OC(=O)N1CC(CC2=CC=CC=C12)C=COC (N-benzyloxycarbonyl-3(R,S)-(1-methoxyethen-2-yl)-1,2,3,4-tetrahydroquinoline), C(CCC)NC([C@@H](C[C@@H]([C@H](CC(CC(=O)N1CC(CC2=CC=CC=C12)COCC=C)(C)C)NC(=O)OC(C)(C)C)O)C)=O (5(S)-tert-butoxycarbonylamino-4(S)-hydroxy-2(R),7,7-trimethyl-8-[3(R,S)-allyloxymethyl-1,2,3,4-tetrahydroquinolin-1-ylcarbonyl]-octanoic acid (N-butyl)amide). The product is COCCC1CNC2=CC=CC=C2C1 (3(R,S)-Methoxyethyl-1,2,3,4-tetrahydroquinoline). As a reaction SMILES: C(OC([N:11]1[C:20]2[C:15](=[CH:16][CH:17]=[CH:18][CH:19]=2)[CH2:14][CH:13]([CH:21]=[CH:22][O:23][CH3:24])[CH2:12]1)=O)C1C=CC=CC=1.C(NC(=O)[C@H](C)C[C@H](O)[C@@H](NC(OC(C)(C)C)=O)CC(C)(C)CC(N1C2C(=CC=CC=2)CC(COCC=C)C1)=O)CCC>>[CH3:24][O:23][CH2:22][CH2:21][CH:13]1[CH2:14][C:15]2[C:20](=[CH:19][CH:18]=[CH:17][CH:16]=2)[NH:11][CH2:12]1. Reported procedure: The title compound is prepared in a manner analogous to that described in Example 1r) starting from 2.3 g of N-benzyloxycarbonyl-3(R,S)-(1-methoxyethen-2-yl)-1,2,3,4-tetrahydroquinoline: Rf (A)=0.40; FAB-MS: (M+H)+ =192. The reactants are C1(CCCCC1)N(C(CCCOC=1C=C2CN3C(=NC2=CC1)NC(C3)=O)=O)CC(=O)OC (methyl 2-(N-cyclohexyl-4-(2-oxo-1,2,3,5-tetrahydroimidazo[2,1-b]quinazolin-7-yl)oxybutyramidyl)acetate), Cl (hydrogen chloride), C(C)OCC (Diethyl ether). Run in CO (methanol), CO (methanol). Yields the product Cl.C1(CCCCC1)N(C(CCCOC=1C=C2CN3C(=NC2=CC1)NC(C3)=O)=O)CC(=O)OC (methyl 2-(N-cyclohexyl-4-(2-oxo-1,2,3,5-tetrahydroimidazo[2,1-b]quinazolin-7-yl)oxybutyramidyl)acetate hydrochloride). RXN SMILES: [ClH:1].[CH:2]1([N:8]([CH2:29][C:30]([O:32][CH3:33])=[O:31])[C:9](=[O:28])[CH2:10][CH2:11][CH2:12][O:13][C:14]2[CH:15]=[C:16]3[C:21](=[CH:22][CH:23]=2)[N:20]=[C:19]2[NH:24][C:25](=[O:27])[CH2:26][N:18]2[CH2:17]3)[CH2:7][CH2:6][CH2:5][CH2:4][CH2:3]1.C(OCC)C>CO>[ClH:1].[CH:2]1([N:8]([CH2:29][C:30]([O:32][CH3:33])=[O:31])[C:9](=[O:28])[CH2:10][CH2:11][CH2:12][O:13][C:14]2[CH:15]=[C:16]3[C:21](=[CH:22][CH:23]=2)[N:20]=[C:19]2[NH:24][C:25](=[O:27])[CH2:26][N:18]2[CH2:17]3)[CH2:3][CH2:4][CH2:5][CH2:6][CH2:7]1 |f:4.5|. Procedure details: A two-fold stoichiometric excess of 3% hydrogen chloride in methanol is added to a solution of 1.0 g. of methyl 2-(N-cyclohexyl-4-(2-oxo-1,2,3,5-tetrahydroimidazo[2,1-b]quinazolin-7-yl)oxybutyramidyl)acetate in 20 ml methanol. Diethyl ether is added until precipitation is complete. The product is filtered, washed with ether, air dried and recrystallized to give methyl 2-(N-cyclohexyl-4-(2-oxo-1,2,3,5-tetrahydroimidazo[2,1-b]quinazolin-7-yl)oxybutyramidyl)acetate hydrochloride. Reaction SMILES: [CH2:25]1[CH2:26][CH2:27][NH:28][CH2:29][CH2:30]1.[CH3:31][C:32](=[O:33])[OH:34].[O:1]=[C:2]1[c:3]2[cH:4][cH:5][c:6]([C:12](=[O:13])[O:14][CH2:15][CH3:16])[cH:7][c:8]2[CH2:9][CH2:10][CH2:11]1.[n:17]1[cH:18][c:19]([CH:23]=[O:24])[cH:20][cH:21][cH:22]1>>[O:1]=[C:2]1[c:3]2[cH:4][cH:5][c:6]([C:12](=[O:13])[O:14][CH2:15][CH3:16])[cH:7][c:8]2[CH2:9][CH2:10][C:11]1=[CH:23][c:19]1[cH:18][n:17][cH:22][cH:21][cH:20]1. The product is CCOC(=O)c1ccc2c(c1)CCC(=Cc1cccnc1)C2=O. Reactants: C1CCNCC1, CC(=O)O, CCOC(=O)c1ccc2c(c1)CCCC2=O, O=Cc1cccnc1. Starting materials: [Li]CCCC, CCN(CC)C(=O)c1cccnc1Nc1ccccc1C, C1CCOC1, CN(C)CCN(C)C, CC(C)NC(C)C. Product: O=C1Cc2ccccc2Nc2ncccc21. RXN SMILES: [CH2:16]([Li:17])[CH2:18][CH2:19][CH3:20].[CH2:21]([N:22]([CH2:23][CH3:40])[C:24]([c:25]1[c:26]([NH:31][c:32]2[c:33]([CH3:38])[cH:34][cH:35][cH:36][cH:37]2)[n:27][cH:28][cH:29][cH:30]1)=[O:39])[CH3:41].[CH2:42]1[O:43][CH2:44][CH2:45][CH2:46]1.[CH3:8][N:9]([CH3:10])[CH2:11][CH2:12][N:13]([CH3:14])[CH3:15].[CH:1]([NH:2][CH:3]([CH3:4])[CH3:5])([CH3:6])[CH3:7]>>[C:24]1(=[O:39])[c:25]2[c:26]([n:27][cH:28][cH:29][cH:30]2)[NH:31][c:32]2[c:33]([cH:34][cH:35][cH:36][cH:37]2)[CH2:38]1. Starting materials: [N+](=O)([O-])C1=CC=C(OC(C(=O)Cl)CC)C=C1 (2-(4-nitrophenoxy)-butyroyl chloride), COC1=C(CN)C=CC=C1 (2-methoxybenzylamine), N1=CC=CC=C1 (pyridine). The solvent is C1(=CC=CC=C1)C (toluene), C1(=CC=CC=C1)C (toluene). Product: COC1=C(CNC(C(CC)OC2=CC=C(C=C2)[N+](=O)[O-])=O)C=CC=C1 (N-(2-methoxybenzyl)-2-(4-nitrophenoxy)-butyramide). The yield is 58.1%. Reaction SMILES: [CH3:1][O:2][C:3]1[CH:10]=[CH:9][CH:8]=[CH:7][C:4]=1[CH2:5][NH2:6].N1C=CC=CC=1.[N+:17]([C:20]1[CH:32]=[CH:31][C:23]([O:24][CH:25]([CH2:29][CH3:30])[C:26](Cl)=[O:27])=[CH:22][CH:21]=1)([O-:19])=[O:18]>C1(C)C=CC=CC=1>[CH3:1][O:2][C:3]1[CH:10]=[CH:9][CH:8]=[CH:7][C:4]=1[CH2:5][NH:6][C:26](=[O:27])[CH:25]([O:24][C:23]1[CH:31]=[CH:32][C:20]([N+:17]([O-:19])=[O:18])=[CH:21][CH:22]=1)[CH2:29][CH3:30]. Procedure: In 50 ml of toluene were dissolved 1.9 g (0.014 mole) of 2-methoxybenzylamine and 1.2 g (0.015 mole) of pyridine. Then, was added dropwise thereto a solution of 2.8 g (0.012 mole) of 2-(4-nitrophenoxy)-butyroyl chloride in 30 ml of toluene and the mixture was treated according to the same procedure as in Synthesis Example 7. The resultant crude crystals were recrystallized from ethanol to give 2.4 g of N-(2-methoxybenzyl)-2-(4-nitrophenoxy)-butyramide melting at 109°~112° C. as colorless needles... Reactants: BrCCNS(=O)(=O)C1=CC=C(C=C1)F (N-(2-Bromo-ethyl)-4-fluoro-benzenesulfonamide), C(C)(C)(C)OC(=O)N1CC2CNCC(C1)O2 (9-oxa-3,7-diaza-bicyclo[3.3.1]nonane-3-carboxylic acid tert-butyl ester), C(=O)([O-])[O-].[K+].[K+] (K2CO3). Conditions: temperature 60 celsius, time 8 hour. RXN SMILES: Br[CH2:2][CH2:3][NH:4][S:5]([C:8]1[CH:13]=[CH:12][C:11]([F:14])=[CH:10][CH:9]=1)(=[O:7])=[O:6].[C:15]([O:19][C:20]([N:22]1[CH2:29][CH:28]2[O:30][CH:24]([CH2:25][NH:26][CH2:27]2)[CH2:23]1)=[O:21])([CH3:18])([CH3:17])[CH3:16].C([O-])([O-])=O.[K+].[K+]>C(#N)C>[C:15]([O:19][C:20]([N:22]1[CH2:23][CH:24]2[O:30][CH:28]([CH2:27][N:26]([CH2:2][CH2:3][NH:4][S:5]([C:8]3[CH:13]=[CH:12][C:11]([F:14])=[CH:10][CH:9]=3)(=[O:7])=[O:6])[CH2:25]2)[CH2:29]1)=[O:21])([CH3:18])([CH3:16])[CH3:17] |f:2.3.4|. Solvent: C(C)#N (acetonitrile). Yields the product C(C)(C)(C)OC(=O)N1CC2CN(CC(C1)O2)CCNS(=O)(=O)C2=CC=C(C=C2)F (7-[2-(4-Fluoro-benzenesulfonylamino)-ethyl]-9-oxa-3,7-diaza-bicyclo[3.3.1]nonane-3-carboxylic acid tert-butyl ester). Procedure: A suspension of N-(2-Bromo-ethyl)-4-fluoro-benzenesulfonamide (7 g, 0.0179 mol; see step (i) above) and 9-oxa-3,7-diaza-bicyclo[3.3.1]nonane-3-carboxylic acid tert-butyl ester (11.2 g, 0.159 mol; see WO 01/28992) and K2CO3 (9.7 g, 0.0798 mol) in dry acetonitrile (70 ml) was stirred at 60° C. overnight under nitrogen atmosphere. The reaction mixture was partitioned between brine and ethyl acetate. Organic layer was washed with brine and dried over sodium sulfate. Solvent evaporation under reduced... As a reaction SMILES: [CH2:61]1[O:62][CH2:63][CH2:64][CH2:65]1.[CH3:50][N:51]([CH3:52])[CH2:53][CH2:54][CH2:55][N:56]=[C:57]=[N:58][CH2:59][CH3:60].[ClH:49].[NH2:1][CH2:2][C:3](=[O:4])[NH:5][c:6]1[cH:7][c:8]2[c:9]([NH:21][c:22]3[cH:23][c:24]([Cl:37])[c:25]([O:28][CH2:29][c:30]4[cH:31][c:32]([F:36])[cH:33][cH:34][cH:35]4)[cH:26][cH:27]3)[n:10][cH:11][n:12][c:13]2[cH:14][c:15]1[O:16][CH2:17][CH2:18][O:19][CH3:20].[OH:38][C:39](=[O:40])[CH:41]=[CH2:42].[cH:43]1[cH:44][cH:45][n:46][cH:47][cH:48]1>>[NH:1]([CH2:2][C:3](=[O:4])[NH:5][c:6]1[cH:7][c:8]2[c:9]([NH:21][c:22]3[cH:23][c:24]([Cl:37])[c:25]([O:28][CH2:29][c:30]4[cH:31][c:32]([F:36])[cH:33][cH:34][cH:35]4)[cH:26][cH:27]3)[n:10][cH:11][n:12][c:13]2[cH:14][c:15]1[O:16][CH2:17][CH2:18][O:19][CH3:20])[C:39](=[O:38])[CH:41]=[CH2:42]. The reactants are C1CCOC1, CCN=C=NCCCN(C)C, Cl, COCCOc1cc2ncnc(Nc3ccc(OCc4cccc(F)c4)c(Cl)c3)c2cc1NC(=O)CN, C=CC(=O)O, c1ccncc1. Yields the product C=CC(=O)NCC(=O)Nc1cc2c(Nc3ccc(OCc4cccc(F)c4)c(Cl)c3)ncnc2cc1OCCOC.